Dataset: the Open Reaction Database (ORD), a public repository of structured organic reaction records. Task: describe an organic reaction: reactants, conditions, products, and yield Starting materials: C1(CC1)CNCCO (N-cyclopropylmethyl-N-(2-hydroxyethyl)amine), O=S(Cl)Cl (SOCl2). Yields the product [Cl-].C1(CC1)C[NH2+]CCCl (N-cyclopropylmethyl-N-(2-chloroethyl)ammonium chloride). RXN SMILES: [CH:1]1([CH2:4][NH:5][CH2:6][CH2:7]O)[CH2:3][CH2:2]1.O=S(Cl)[Cl:11]>>[Cl-:11].[CH:1]1([CH2:4][NH2+:5][CH2:6][CH2:7][Cl:11])[CH2:3][CH2:2]1 |f:2.3|. Reported procedure: 2-Hydroxyethylamine was reacted with cyclopropylmethyl bromide according to Method B2a to give N-cyclopropylmethyl-N-(2-hydroxyethyl)amine. The alcohol was reacted with SOCl2 according to Method B7c to give N-cyclopropylmethyl-N-(2-chloroethyl)ammonium chloride. The chloroethylamine was reacted with 2,3-dichlorophenyl isothiocyanate to give 2-(2,3-dichlorophenylimino)-3-(cyclopropylmethyl)-1,3-thiazolidine. Reactants: C1=CN(C=N1)CC(O)(P(=O)(O)O)P(=O)(O)O (zoledronic acid), P(=O)([O-])([O-])[O-].[Na+].[Na+].[Na+] (sodium phosphate), C1=CN(C=N1)CC(O)(P(=O)(O)O)P(=O)(O)O.P(=O)([O-])([O-])[O-] (zoledronate phosphate), O.O.[Cl-].[Ca+2].[Cl-] (calcium chloride dihydrate), [Cl-].[Na+] (sodium chloride), O.O.[Cl-].[Ca+2].[Cl-] (calcium chloride dihydrate), C1=CN(C=N1)CC(O)(P(=O)(O)O)P(=O)(O)O.P(=O)([O-])([O-])[O-] (zoledronate phosphate), [Cl-].[Ca+2].[Cl-] (calcium chloride), [OH-].[Na+] (Sodium hydroxide), C1=CN(C=N1)CC(O)(P(=O)(O)O)P(=O)(O)O.P(=O)([O-])([O-])[O-].[Ca+2].P(=O)([O-])([O-])[O-].[Ca+2].[Ca+2] (zoledronate calcium-phosphate). Solvent: O (water), O (water), O (water). The product is C1=CN(C=N1)CC(O)(P(=O)(O)O)P(=O)(O)O (zoledronate), P(=O)([O-])([O-])[O-] (phosphate). As a reaction SMILES: [CH:1]1[N:5]=[CH:4][N:3]([CH2:6][C:7]([P:13]([OH:16])([OH:15])=[O:14])([P:9]([OH:12])([OH:11])=[O:10])[OH:8])[CH:2]=1.[P:17]([O-:21])([O-:20])([O-:19])=[O:18].[Na+].[Na+].[Na+].O.O.[Cl-].[Ca+2].[Cl-].C1N=CN(CC(P(O)(O)=O)(P(O)(O)=O)O)C=1.P([O-])([O-])([O-])=O.[Cl-].[Ca+2].[Cl-].[Cl-].[Na+].[OH-].[Na+].C1N=CN(CC(P(O)(O)=O)(P(O)(O)=O)O)C=1.P([O-])([O-])([O-])=O.[Ca+2].P([O-])([O-])([O-])=O.[Ca+2].[Ca+2]>O>[CH:1]1[N:5]=[CH:4][N:3]([CH2:6][C:7]([P:9]([OH:12])([OH:11])=[O:10])([P:13]([OH:15])([OH:16])=[O:14])[OH:8])[CH:2]=1.[P:17]([O-:21])([O-:20])([O-:19])=[O:18] |f:1.2.3.4,5.6.7.8.9,10.11,12.13.14,15.16,17.18,19.20.21.22.23.24|. Reported procedure: 0.27 g (1 mM) zoledronic acid and 0.6 gm (5 mM) monobasic sodium phosphate (anhydrous) were dissolved in 10 mL water. 1.5 g calcium chloride dihydrate was dissolved in 5 mL water. The zoledronate-phosphate solution and calcium chloride solution were mixed at room temperature. 0.05 g calcium chloride dihydrate and 0.3 g sodium chloride were added to 20 mL water. Sodium hydroxide and zoledronate-calcium-phosphate solution were simultaneously added to keep the pH at 7.00 at room temperature until a... Starting materials: Cl, CC(C)(C)OC(=O)N1CCC(CN2Cc3c[nH]c4nccc(c34)C2=O)C1, C1COCCO1. Product: O=C1c2ccnc3[nH]cc(c23)CN1CC1CCNC1. RXN SMILES: [ClH:27].[O:1]=[C:2]1[N:3]([CH2:14][CH:15]2[CH2:16][N:17]([C:20]([O:21][C:22]([CH3:23])([CH3:24])[CH3:25])=[O:26])[CH2:18][CH2:19]2)[CH2:4][c:5]2[c:6]3[c:7]([n:8][cH:9][cH:10][c:11]31)[nH:12][cH:13]2.[O:28]1[CH2:29][CH2:30][O:31][CH2:32][CH2:33]1>>[O:1]=[C:2]1[N:3]([CH2:14][CH:15]2[CH2:16][NH:17][CH2:18][CH2:19]2)[CH2:4][c:5]2[c:6]3[c:7]([n:8][cH:9][cH:10][c:11]31)[nH:12][cH:13]2. Starting materials: C(CCC)SC1=NC=CC=C1CCl (2-butylsulfanyl-3-chloromethyl-pyridine), C(C)OC(CCC1=CC(=C(C(=C1)F)O)F)=O (3-(3,5-difluoro-4-hydroxy-phenyl)-propionic acid ethyl ester). Product: C(C)SC1=NC=CC=C1COC1=C(C=C(C=C1F)CCC(=O)O)F (3-[4-(2-ethylsulfanyl-pyridin-3-ylmethoxy)-3,5-difluoro-phenyl]-propionic acid). The yield is 76.0%. RXN SMILES: [CH2:1]([S:5][C:6]1[C:11]([CH2:12]Cl)=[CH:10][CH:9]=[CH:8][N:7]=1)[CH2:2]CC.C([O:16][C:17](=[O:29])[CH2:18][CH2:19][C:20]1[CH:25]=[C:24]([F:26])[C:23]([OH:27])=[C:22]([F:28])[CH:21]=1)C>>[CH2:1]([S:5][C:6]1[C:11]([CH2:12][O:27][C:23]2[C:22]([F:28])=[CH:21][C:20]([CH2:19][CH2:18][C:17]([OH:29])=[O:16])=[CH:25][C:24]=2[F:26])=[CH:10][CH:9]=[CH:8][N:7]=1)[CH3:2]. Procedure details: 3-Chloromethyl-2-ethylsulfanyl-pyridine (0.1 g, 0.53 mmol) obtained in Step C of Preparation Example 11 and 3-(3,5-difluoro-4-hydroxy-phenyl)-propionic acid ethyl ester (0.12 g, 0.53 mmol) obtained in Step D of Preparation Example 2 were used to react sequentially in the same manner as in Steps A and B of Example 1 to obtain the title compound (76% yield). The reactants are CCOC(=O)C(C)(C)c1ccc(NC(C)=O)cc1, CCO. The product is CC(=O)Nc1ccc(C(C)(C)C(=O)O)cc1. Reaction SMILES: [C:1]([CH3:2])(=[O:3])[NH:4][c:5]1[cH:6][cH:7][c:8]([C:11]([C:12](=[O:13])[O:14][CH2:15][CH3:16])([CH3:17])[CH3:18])[cH:9][cH:10]1.[CH2:19]([OH:20])[CH3:21]>>[C:1]([CH3:2])(=[O:3])[NH:4][c:5]1[cH:6][cH:7][c:8]([C:11]([C:12](=[O:13])[OH:14])([CH3:17])[CH3:18])[cH:9][cH:10]1. RXN SMILES: [CH3:13][N:14]([CH3:15])[CH:16]=[O:17].[Cl:6][CH2:7][C:8](=[O:9])[CH2:10][Cl:11].[F:1][C:2]([F:3])([F:4])[I:5].[OH2:12].[Zn:18]>>[F:1][C:2]([F:3])([F:4])[C:8]([CH2:7][Cl:6])([OH:9])[CH2:10][Cl:11]. Starting materials: CN(C)C=O, O=C(CCl)CCl, FC(F)(F)I, O, [Zn]. The product is OC(CCl)(CCl)C(F)(F)F.